Dataset: the Open Reaction Database (ORD), a public repository of structured organic reaction records. Task: describe an organic reaction: reactants, conditions, products, and yield Reactants: CC(=O)O, CC(C)OC(=O)N1CCC(Oc2cc(Oc3ccc(S(C)(=O)=O)cc3F)ncn2)CC1, O=C1CCC(=O)N1Br. Product: CC(C)OC(=O)N1CCC(Oc2ncnc(Oc3ccc(S(C)(=O)=O)cc3F)c2Br)CC1. RXN SMILES: [CH3:40][C:41](=[O:42])[OH:43].[CH:1]([CH3:2])([CH3:3])[O:4][C:5](=[O:6])[N:7]1[CH2:8][CH2:9][CH:10]([O:13][c:14]2[n:15][cH:16][n:17][c:18]([O:20][c:21]3[c:22]([F:31])[cH:23][c:24]([S:27](=[O:28])(=[O:29])[CH3:30])[cH:25][cH:26]3)[cH:19]2)[CH2:11][CH2:12]1.[O:32]=[C:33]1[N:34]([Br:39])[C:35](=[O:36])[CH2:37][CH2:38]1>>[CH:1]([CH3:2])([CH3:3])[O:4][C:5](=[O:6])[N:7]1[CH2:8][CH2:9][CH:10]([O:13][c:14]2[n:15][cH:16][n:17][c:18]([O:20][c:21]3[c:22]([F:31])[cH:23][c:24]([S:27](=[O:28])(=[O:29])[CH3:30])[cH:25][cH:26]3)[c:19]2[Br:39])[CH2:11][CH2:12]1. The solvent is O (water). Isolated yield 82.0%. Starting materials: BrCC=C (3-bromopropylene), C1(=CC=CC=C1)N1N=C(C(NC1=O)=O)C#N (2-phenyl-3,5-dioxo-2,3,4,5-tetrahydro-1,2,4-triazine-6-carbonitrile), CN(C)C=O (DMF), [H-].[Na+] (NaH). Conditions: time 30 minute. Product: C1(=CC=CC=C1)N1N=C(C(N(C1=O)CCCC)=O)C#N (2-phenyl-4-butyl-3,5-dioxo-2,3,4,5-tetrahydro-1,2,4-triazine-6-carbonitrile). Procedure: Intermediate c (9 g, 0.042 mol) was added to DMF (80 mL) under an ice bath. To the mixture was added NaH (1.3 g, 0.054 mol) in batch under an ice bath. After stirring for 30 min, 3-bromopropylene (2.9 mL, 0.042 mol) was added dropwise. After the dropwise addition, the reaction was conducted at 50° C. for 4 h. After completion of the reaction, the reaction solution was poured into water (300 mL). A great deal of solid separated out and was filtered by suction. The filtered cake was washed with wa... RXN SMILES: [C:1]1([N:7]2[C:12](=[O:13])[NH:11][C:10](=[O:14])[C:9]([C:15]#[N:16])=[N:8]2)[CH:6]=[CH:5][CH:4]=[CH:3][CH:2]=1.[CH3:17]N(C=O)C.[H-].[Na+].Br[CH2:25][CH:26]=[CH2:27]>O>[C:1]1([N:7]2[C:12](=[O:13])[N:11]([CH2:27][CH2:26][CH2:25][CH3:17])[C:10](=[O:14])[C:9]([C:15]#[N:16])=[N:8]2)[CH:2]=[CH:3][CH:4]=[CH:5][CH:6]=1 |f:2.3|. The reactants are NC1CCN(CC1)C[C@@H]1CN2C=3C1=C(C=NC3C=CC2=O)F ((4R)-4-[(4-amino-1-piperidinyl)methyl]-3-fluoro-4,5-dihydro-7H-pyrrolo[3,2,1-de]-1,5-naphthyridin-7-one), C(#N)[BH3-].[Na+] (Sodium cyanoborohydride), C(Cl)(Cl)Cl (chloroform), C(C)(C)(C)OC(NC1C(CNCC1)O)=O (3-hydroxy-piperidin-4-yl-carbamic acid tert-butyl ester), O=C1NC2=C(SC1)N=CC(=C2)C=O (2-oxo-2,3-dihydro-1H-pyrido[2,3-b][1,4]thiazine-7-carboxaldehyde). Solvent: CO (methanol). Reaction conditions: time 18 hour. Product: Cl.FC=1C=NC=2C=CC(N3C2C1[C@@H](C3)CN3CCC(CC3)NCC3=CC1=C(SCC(N1)=O)N=C3)=O ((4R)-3-Fluoro-4-[(4-{[(2-oxo-2,3-dihydro-1H-pyrido[2,3-b][1,4]thiazin-7-yl)methyl]amino}-1-piperidinyl)methyl]-4,5-dihydro-7H-pyrrolo[3,2,1-de]-1,5-naphthyridin-7-one Hydrochloride). Isolated yield 39.0%. RXN SMILES: [NH2:1][CH:2]1[CH2:7][CH2:6][N:5]([CH2:8][C@H:9]2[C:13]3=[C:14]([F:22])[CH:15]=[N:16][C:17]4[CH:18]=[CH:19][C:20](=[O:21])[N:11]([C:12]=43)[CH2:10]2)[CH2:4][CH2:3]1.C(OC(=O)NC1CCNCC1O)(C)(C)C.[O:38]=[C:39]1[CH2:44][S:43][C:42]2[N:45]=[CH:46][C:47]([CH:49]=O)=[CH:48][C:41]=2[NH:40]1.C([BH3-])#N.[Na+].C(Cl)(Cl)[Cl:56]>CO>[ClH:56].[F:22][C:14]1[CH:15]=[N:16][C:17]2[CH:18]=[CH:19][C:20](=[O:21])[N:11]3[CH2:10][C@@H:9]([CH2:8][N:5]4[CH2:6][CH2:7][CH:2]([NH:1][CH2:49][C:47]5[CH:46]=[N:45][C:42]6[S:43][CH2:44][C:39](=[O:38])[NH:40][C:41]=6[CH:48]=5)[CH2:3][CH2:4]4)[C:13]=1[C:12]=23 |f:3.4,7.8|. Procedure: (4R)-4-[(4-amino-1-piperidinyl)methyl]-3-fluoro-4,5-dihydro-7H-pyrrolo[3,2,1-de]-1,5-naphthyridin-7-one Enantiomer 1 (50 mg, 0.166 mmol) and 2-oxo-2,3-dihydro-1H-pyrido[2,3-b][1,4]thiazine-7-carboxaldehyde (for a synthesis see WO2004058144 Example 48(e)) (32 mg, 0.166 mol) were stirred in chloroform (1 mL) and methanol (1 mL) for 2 h at room temperature. Sodium cyanoborohydride (40 g) was added and the mixture was stirred for 18 h. The mixture was filtered and evaporated. Chromatography on silic... Starting materials: ClC=1C=C(CP(OCC)(OCC)=O)C=CC1[N+](=O)[O-] (diethyl (3-chloro-4-nitrobenzyl)phosphonate), ClC=1C=C(CP(OCC)(OCC)=O)C=CC1[N+](=O)[O-] (diethyl (3-chloro-4-nitrobenzyl)phosphonate), Cl (HCl). Reagents/catalysts: [Fe] (iron). Run in CCO (EtOH). Reaction conditions: time 10 minute. Yields the product NC1=C(C=C(CP(OCC)(OCC)=O)C=C1)Cl (Diethyl (4-amino-3-chlorobenzyl)phosphonate). Reaction SMILES: [Cl:1][C:2]1[CH:3]=[C:4]([CH:14]=[CH:15][C:16]=1[N+:17]([O-])=O)[CH2:5][P:6](=[O:13])([O:10][CH2:11][CH3:12])[O:7][CH2:8][CH3:9].Cl>CCO.[Fe]>[NH2:17][C:16]1[CH:15]=[CH:14][C:4]([CH2:5][P:6](=[O:13])([O:7][CH2:8][CH3:9])[O:10][CH2:11][CH3:12])=[CH:3][C:2]=1[Cl:1]. Procedure details: A solution of diethyl (3-chloro-4-nitrobenzyl)phosphonate (Compound 104C, 0.500 g, 1.62 mmol) in EtOH (10 mL) was charged with iron (0.454 g, 8.12 mmol) and heated to reflux. When the reaction mixture reached reflux, it was charged with 0.1 N aq HCl (0.500 mL, 0.0812 mmol) and stirred for 10 min. The reaction mixture was filtered through a pad of celite and the filtrate was concentrated in vacuo. The compound was purified on an Isco Combiflash eluting with 40 to 90% EtOAc in heptane to afford th... Starting materials: CCOC(=O)Cc1ccc(OC)c(Oc2ccc(Cl)cc2CN2CCOC2=O)c1, C1COCCO1, [Li+], [OH-], O. Yields the product COc1ccc(CC(=O)O)cc1Oc1ccc(Cl)cc1CN1CCOC1=O. Reaction SMILES: [CH2:1]([CH3:2])[O:3][C:4]([CH2:5][c:6]1[cH:7][c:8]([O:14][c:15]2[c:16]([CH2:22][N:23]3[C:24](=[O:28])[O:25][CH2:26][CH2:27]3)[cH:17][c:18]([Cl:21])[cH:19][cH:20]2)[c:9]([O:12][CH3:13])[cH:10][cH:11]1)=[O:29].[CH2:33]1[O:34][CH2:35][CH2:36][O:37][CH2:38]1.[Li+:30].[OH-:31].[OH2:32]>>[O:3]=[C:4]([CH2:5][c:6]1[cH:7][c:8]([O:14][c:15]2[c:16]([CH2:22][N:23]3[C:24](=[O:28])[O:25][CH2:26][CH2:27]3)[cH:17][c:18]([Cl:21])[cH:19][cH:20]2)[c:9]([O:12][CH3:13])[cH:10][cH:11]1)[OH:29].